This data is from the Open Reaction Database (ORD), a public repository of structured organic reaction records. The task is: describe an organic reaction: reactants, conditions, products, and yield Starting materials: Cl.C12CC(CC(CCC1)N2)NC(=O)C2C1=CC=CC=C1OC=1C=CC=CC21 (N-(9-azabicyclo[3.3.1]nonan-3-yl)xanthene-9-carboxamide hydrochloride), C([O-])(O)=O.[Na+] (sodium bicarbonate), C1(CCCCCCC1)C=O (cyclooctanecarbaldehyde), C(C)(=O)O[BH-](OC(C)=O)OC(C)=O.[Na+] (sodium triacetoxyborohydride). Solvent: CO (methanol). Reaction conditions: time 12 hour. Yields the product C1(CCCCCCC1)CN1C2CC(CC1CCC2)NC(=O)C2C1=CC=CC=C1OC=1C=CC=CC21 (N-[9-(cyclooctylmethyl)-9-azabicyclo[3.3.1]nonan-3-yl]xanthene-9-carboxamide). Isolated yield 19.0%. As a reaction SMILES: Cl.[CH:2]12[NH:10][CH:6]([CH2:7][CH2:8][CH2:9]1)[CH2:5][CH:4]([NH:11][C:12]([CH:14]1[C:27]3[CH:26]=[CH:25][CH:24]=[CH:23][C:22]=3[O:21][C:20]3[C:15]1=[CH:16][CH:17]=[CH:18][CH:19]=3)=[O:13])[CH2:3]2.[CH:28]1([CH:36]=O)[CH2:35][CH2:34][CH2:33][CH2:32][CH2:31][CH2:30][CH2:29]1.C(O[BH-](OC(=O)C)OC(=O)C)(=O)C.[Na+].C(=O)(O)[O-].[Na+]>CO>[CH:28]1([CH2:36][N:10]2[CH:6]3[CH2:7][CH2:8][CH2:9][CH:2]2[CH2:3][CH:4]([NH:11][C:12]([CH:14]2[C:27]4[CH:26]=[CH:25][CH:24]=[CH:23][C:22]=4[O:21][C:20]4[C:15]2=[CH:16][CH:17]=[CH:18][CH:19]=4)=[O:13])[CH2:5]3)[CH2:35][CH2:34][CH2:33][CH2:32][CH2:31][CH2:30][CH2:29]1 |f:0.1,3.4,5.6|. Procedure: 38.5 mg of N-(9-azabicyclo[3.3.1]nonan-3-yl)xanthene-9-carboxamide hydrochloride and 44.1 mg of cyclooctanecarbaldehyde were suspended in 3 ml of methanol at room temperature, and 1.60 g of sodium triacetoxyborohydride was added thereto, followed by stirring for 12 hours at the same temperature. Saturated aqueous sodium bicarbonate was added to the reaction solution, followed by extraction with ethyl acetate. The organic layer was washed with saturated aqueous sodium chloride and dried over anhy... The reactants are C1(=CC=CC=C1)C(C(C)=O)C1=CC=CC=C1 (1,1-diphenyl-2-propanone), C(C)(=O)O (acetic acid), C(C)(=O)O (acetic acid), BrBr (bromine). The solvent is C1(=CC=CC=C1)C (Toluene). Reaction conditions: time 1 hour. Product: BrCC(C(C1=CC=CC=C1)C1=CC=CC=C1)=O (1-bromo-3,3-diphenyl-2-propanone). Reaction SMILES: [C:1]1([CH:7]([C:11]2[CH:16]=[CH:15][CH:14]=[CH:13][CH:12]=2)[C:8](=[O:10])[CH3:9])[CH:6]=[CH:5][CH:4]=[CH:3][CH:2]=1.C(O)(=O)C.[Br:21]Br>C1(C)C=CC=CC=1>[Br:21][CH2:9][C:8](=[O:10])[CH:7]([C:1]1[CH:2]=[CH:3][CH:4]=[CH:5][CH:6]=1)[C:11]1[CH:12]=[CH:13][CH:14]=[CH:15][CH:16]=1. Procedure details: A solution of 4.20 g. of 1,1-diphenyl-2-propanone in 25 ml. of acetic acid is heated at 60°-70° C. and 1.0 ml. of bromine in 8 ml. of acetic acid is added dropwise. The reaction mixture is held at 60°-70° C. for one hour and then poured into ice. Toluene is added. The toluene layer is separated, washed with water, dried over magnesium sulfate and concentrated to obtain 1-bromo-3,3-diphenyl-2-propanone. The reagents and catalysts are [Fe] (iron). Reported procedure: To a mixture of 4-methoxy-3′-nitro-2-oxo-2H-[1,4′-bipyridine]-3-carbonitrile obtained in Step A (3.00 g), ammonium chloride (5.90 g), ethanol (60 mL) and water (15 mL) was added iron powder (2.46 g) at room temperature. The reaction mixture was heated at 90° C. for 2 hr. The reaction mixture was cooled to room temperature, and poured into saturated sodium hydrogen carbonate solution, and the mixture was extracted with a mixed solvent of tetrahydrofuran/ethyl acetate=2/1. The extract was washed w... Yields the product NC=1C=NC=CC1N1C(C(=C(C=C1)OC)C#N)=O (3′-amino-4-methoxy-2-oxo-2H-[1,4′-bipyridine]-3-carbonitrile). Solvent: O (water). As a reaction SMILES: [CH3:1][O:2][C:3]1[CH:8]=[CH:7][N:6]([C:9]2[CH:14]=[CH:13][N:12]=[CH:11][C:10]=2[N+:15]([O-])=O)[C:5](=[O:18])[C:4]=1[C:19]#[N:20].[Cl-].[NH4+].C(O)C.C(=O)([O-])O.[Na+]>[Fe].O>[NH2:15][C:10]1[CH:11]=[N:12][CH:13]=[CH:14][C:9]=1[N:6]1[CH:7]=[CH:8][C:3]([O:2][CH3:1])=[C:4]([C:19]#[N:20])[C:5]1=[O:18] |f:1.2,4.5|. Isolated yield 41.2%. The reactants are C(O)([O-])=O.[Na+] (sodium hydrogen carbonate), COC1=C(C(N(C=C1)C1=C(C=NC=C1)[N+](=O)[O-])=O)C#N (4-methoxy-3′-nitro-2-oxo-2H-[1,4′-bipyridine]-3-carbonitrile), [Cl-].[NH4+] (ammonium chloride), C(C)O (ethanol). Reaction conditions: temperature 90 celsius, time 15 minute. The reactants are C1(=CC=CC=C1)C=1N=C(OC1C1=CC=CC=C1)CC(=O)OCC (ethyl 4,5-diphenyl-2-oxazoleacetate), N (ammonia). Reaction conditions: temperature 130 celsius. Yields the product C1(=CC=CC=C1)C=1N=C(OC1C1=CC=CC=C1)CC(=O)N (4,5-Diphenyl-2-oxazoleacetamide). Isolated yield 34.0%. As a reaction SMILES: [C:1]1([C:7]2[N:8]=[C:9]([CH2:18][C:19]([O:21]CC)=O)[O:10][C:11]=2[C:12]2[CH:17]=[CH:16][CH:15]=[CH:14][CH:13]=2)[CH:6]=[CH:5][CH:4]=[CH:3][CH:2]=1.[NH3:24]>>[C:1]1([C:7]2[N:8]=[C:9]([CH2:18][C:19]([NH2:24])=[O:21])[O:10][C:11]=2[C:12]2[CH:17]=[CH:16][CH:15]=[CH:14][CH:13]=2)[CH:6]=[CH:5][CH:4]=[CH:3][CH:2]=1. Procedure details: A mixture of ethyl 4,5-diphenyl-2-oxazoleacetate (10.24 g, 33 mmol) and ammonia (35 mL) was heated in a bomb at about 130° C. for about 24 hours. After evaporation of the NH3, the residue was chromatographed on a column of silica gel using EtOAc/hexanes (4:1) as eluent to give the title compound (3.21 g, 34%), mp 129°-133° C. IR (KBr) 3340, 3200, 1665 cm-1 ; 1H NMR (CDCl3) δ3.83 (2H, s, CH2CONH2), 7.27 to 7.40 (6H, m, aromatic H), 6.50 to 6.68 (4H, m, aromatic H); MS m/z 279 (MH+). Starting materials: CC1(CC1)CO (1-methylcyclopropanemethanol), TEA, CS(=O)(=O)Cl (methanesulfonyl chloride). The product is CS(=O)(=O)OCC1(CC1)C ((1-Methylcyclopropyl)methyl methanesulfonate). The yield is 96.0%. The solvent is C(Cl)Cl (DCM). Procedure details: Treat a cooled solution (0° C.) of 1-methylcyclopropanemethanol (2.0 g, 23.22 mmol) in DCM (75 mL) with TEA (2.58 g, 25.5 mmol) and add methanesulfonyl chloride (2.93 g, 25.5 mmol) dropwise. Stir the mixture at 0° C. for 2 h, wash with H2O then brine, dry over Na2SO4 and concentrate to dryness to afford the title compound (3.66 g, 96%) as an oil. 1H NMR (400 MHz, DMSO-d6): δ 3.60 (s, 3H), 2.10 (m, 2H), 0.72 (s, 3H), 0.14 (m, 2H), 0.01 (m, 2H). Conditions: temperature 0 celsius, time 2 hour. RXN SMILES: [CH3:1][C:2]1([CH2:5][OH:6])[CH2:4][CH2:3]1.[CH3:7][S:8](Cl)(=[O:10])=[O:9]>C(Cl)Cl>[CH3:7][S:8]([O:6][CH2:5][C:2]1([CH3:1])[CH2:4][CH2:3]1)(=[O:10])=[O:9]. Reactants: C(C1=CC=CC=C1)(=O)N1C[S@@](C[C@H]1C(N[C@@H](C1=CC=CC=C1)C)=O)=O ((1R,4R)-3-Benzoyl-4-[(R)-α-methylbenzylcarbamoyl]-1-oxothiazolidine), ClC1=CC(=CC=C1)C(=O)OO (m-chloroperbenzoic acid). Solvent: C(Cl)Cl (methylene chloride). Reaction conditions: time 20 hour. Product: C(C1=CC=CC=C1)(=O)N1CS(C[C@H]1C(N[C@@H](C1=CC=CC=C1)C)=O)(=O)=O ((4R)-3-Benzoyl-4-[(R)-α-methylbenzylcarbamoyl]-1,1-dioxothiazolidine). Yield: 71.3%. RXN SMILES: [C:1]([N:9]1[C@H:13]([C:14](=[O:24])[NH:15][C@H:16]([CH3:23])[C:17]2[CH:22]=[CH:21][CH:20]=[CH:19][CH:18]=2)[CH2:12][S@@:11](=[O:25])[CH2:10]1)(=[O:8])[C:2]1[CH:7]=[CH:6][CH:5]=[CH:4][CH:3]=1.ClC1C=CC=C(C(OO)=[O:34])C=1>C(Cl)Cl>[C:1]([N:9]1[C@H:13]([C:14](=[O:24])[NH:15][C@H:16]([CH3:23])[C:17]2[CH:22]=[CH:21][CH:20]=[CH:19][CH:18]=2)[CH2:12][S:11](=[O:34])(=[O:25])[CH2:10]1)(=[O:8])[C:2]1[CH:3]=[CH:4][CH:5]=[CH:6][CH:7]=1. Procedure details: To a solution of 357 mg of (1R,4R)-3-benzoyl-4-[(R)-α-methylbenzylcarbamoyl]-1-oxothiazolidine (prepared as described in Example 25 or 28 ) in 10 ml of methylene chloride were added 203 mg of 85% m-chloroperbenzoic acid, and the mixture was stirred at room temperature for 20 hours. The reaction mixture was then washed, in turn, with 30 ml of a 4% aqueous solution of sodium bicarbonate and with 30 ml of water and dried over anhydrous sodium sulfate. The solvent was distilled off under reduced pre... Reactants: ClC1=CC(=NC=2N1N=C(N2)C)C(=O)OCC (7-chloro-5-ethoxycarbonyl-2-methyl-s-triazolo[1,5-a]pyrimidine), [SH-].[Na+] (sodium hydrosulfide). Run in O (water). Yields the product C(C)OC(=O)C1=NC=2N(C(=C1)S)N=C(N2)C (5-ethoxycarbonyl-7-mercapto-2-methyl-s-triazolo[ 1,5-a]pyrimidine). The yield is 74.1%. As a reaction SMILES: Cl[C:2]1[N:7]2[N:8]=[C:9]([CH3:11])[N:10]=[C:6]2[N:5]=[C:4]([C:12]([O:14][CH2:15][CH3:16])=[O:13])[CH:3]=1.[SH-:17].[Na+]>O>[CH2:15]([O:14][C:12]([C:4]1[CH:3]=[C:2]([SH:17])[N:7]2[N:8]=[C:9]([CH3:11])[N:10]=[C:6]2[N:5]=1)=[O:13])[CH3:16] |f:1.2|. Procedure details: The product obtained in Step 2 (15 g) was added all at once at room temperature to a solution of sodium hydrosulfide (15 g) in 300 ml of water with stirring under a nitrogen stream, and the reaction mixture was worked up in the same manner as Step 3 of Example 37, affording 11 g of the objective compound as yellow crystals. Starting materials: OC1CCN(CC1)C=1C=CC(=C(C=CC(=O)OCC)C1)[N+](=O)[O-] (ethyl 5-(4-hydroxypiperidino)-2-nitrocinnamate). The reagents and catalysts are [Pd] (palladium on carbon). The solvent is C(C)(=O)O (acetic acid). Reaction conditions: temperature 50 celsius, time 14 hour. Product: OC1CCN(CC1)C=1C=C2CCC(NC2=CC1)=O (6-(4-hydroxypiperidino)-3,4-dihydrocarbostyril). Isolated yield 47.5%. Reaction SMILES: [OH:1][CH:2]1[CH2:7][CH2:6][N:5]([C:8]2[CH:9]=[CH:10][C:11]([N+:21]([O-])=O)=[C:12]([CH:20]=2)[CH:13]=[CH:14][C:15](OCC)=[O:16])[CH2:4][CH2:3]1>[Pd].C(O)(=O)C>[OH:1][CH:2]1[CH2:7][CH2:6][N:5]([C:8]2[CH:20]=[C:12]3[C:11](=[CH:10][CH:9]=2)[NH:21][C:15](=[O:16])[CH2:14][CH2:13]3)[CH2:4][CH2:3]1. Procedure details: A suspension of 5.2 g of ethyl 5-(4-hydroxypiperidino)-2-nitrocinnamate and 1 g of 5% palladium on carbon in 50 ml of acetic acid was stirred under a hydrogen atmosphere at 50° C. for 14 hr. The catalyst was filtrated off and the filtrate was concentrated under a reduced pressure. The resulting residue was purified by a silica gel column chromatography and recrystallized from ethanol to give 1.9 g of 6-(4-hydroxypiperidino)-3,4-dihydrocarbostyril. The reactants are COCC1(C(=O)O)CCN(C(=O)OC(C)(C)C)CC1, CN(C)C(=O)Oc1cccc(N)c1, CCOC(C)=O, O=C(Cl)C(=O)Cl, ClCCl, CN(C)C=O, c1ccncc1. Product: COCC1(C(=O)Nc2cccc(OC(=O)N(C)C)c2)CCN(C(=O)OC(C)(C)C)CC1. As a reaction SMILES: [C:1]([CH3:2])([CH3:3])([CH3:4])[O:5][C:6](=[O:7])[N:8]1[CH2:9][CH2:10][C:11]([C:14](=[O:15])[OH:16])([CH2:17][O:18][CH3:19])[CH2:12][CH2:13]1.[CH3:32][N:33]([C:34]([O:35][c:36]1[cH:37][c:38]([NH2:42])[cH:39][cH:40][cH:41]1)=[O:43])[CH3:44].[CH3:48][CH2:49][O:50][C:51](=[O:52])[CH3:53].[Cl:26][C:27]([C:28]([Cl:29])=[O:30])=[O:31].[Cl:45][CH2:46][Cl:47].[O:54]=[CH:55][N:56]([CH3:57])[CH3:58].[cH:20]1[cH:21][cH:22][n:23][cH:24][cH:25]1>>[C:1]([CH3:2])([CH3:3])([CH3:4])[O:5][C:6](=[O:7])[N:8]1[CH2:9][CH2:10][C:11]([C:14](=[O:16])[NH:42][c:38]2[cH:37][c:36]([O:35][C:34]([N:33]([CH3:32])[CH3:44])=[O:43])[cH:41][cH:40][cH:39]2)([CH2:17][O:18][CH3:19])[CH2:12][CH2:13]1.